Task: describe an organic reaction: reactants, conditions, products, and yield. Dataset: the Open Reaction Database (ORD), a public repository of structured organic reaction records Starting materials: BrC1=CC(=NC=C1)C(=O)N1CCN(CC1)S(=O)(=O)C1=CC=C(C=C1)C(F)(F)F (1-[(4-bromo-2-pyridinyl)carbonyl]-4-{[4-(trifluoromethyl)phenyl]sulfonyl}piperazine), CC1(OB(OC1(C)C)C1=NC=CC=C1)C (2-(4,4,5,5-tetramethyl-1,3,2-dioxaborolan-2-yl)pyridine), C([O-])([O-])=O.[Na+].[Na+] (sodium carbonate), COCCOC (1,2-dimethoxyethane), crude material. Reagents/catalysts: Cl[Pd]([P](C1=CC=CC=C1)(C2=CC=CC=C2)C3=CC=CC=C3)([P](C4=CC=CC=C4)(C5=CC=CC=C5)C6=CC=CC=C6)Cl (bis(triphenylphosphine)palladium(II) chloride). The solvent is C(C)O (ethanol), O (water), CCO (EtOH). Conditions: temperature 120 celsius. Yields the product FC(C1=CC=C(C=C1)S(=O)(=O)N1CCN(CC1)C(=O)C1=NC=CC(=C1)C1=NC=CC=C1)(F)F (2′-[(4-{[4-(Trifluoromethyl)phenyl]sulfonyl}-1-piperazinyl)carbonyl]-2,4′-bipyridine). Yield: 1.3%. RXN SMILES: Br[C:2]1[CH:7]=[CH:6][N:5]=[C:4]([C:8]([N:10]2[CH2:15][CH2:14][N:13]([S:16]([C:19]3[CH:24]=[CH:23][C:22]([C:25]([F:28])([F:27])[F:26])=[CH:21][CH:20]=3)(=[O:18])=[O:17])[CH2:12][CH2:11]2)=[O:9])[CH:3]=1.CC1(C)C(C)(C)OB([C:37]2[CH:42]=[CH:41][CH:40]=[CH:39][N:38]=2)O1.C(=O)([O-])[O-].[Na+].[Na+].COCCOC>CCO.Cl[Pd](Cl)([P](C1C=CC=CC=1)(C1C=CC=CC=1)C1C=CC=CC=1)[P](C1C=CC=CC=1)(C1C=CC=CC=1)C1C=CC=CC=1.O>[F:26][C:25]([F:28])([F:27])[C:22]1[CH:23]=[CH:24][C:19]([S:16]([N:13]2[CH2:14][CH2:15][N:10]([C:8]([C:4]3[CH:3]=[C:2]([C:37]4[CH:42]=[CH:41][CH:40]=[CH:39][N:38]=4)[CH:7]=[CH:6][N:5]=3)=[O:9])[CH2:11][CH2:12]2)(=[O:18])=[O:17])=[CH:20][CH:21]=1 |f:2.3.4,^1:61,80|. Procedure: In a 5 ml microwave vial were added 1-[(4-bromo-2-pyridinyl)carbonyl]-4-{[4-(trifluoromethyl)phenyl]sulfonyl}piperazine (Description 17) (150 mg, 0.314 mmol), 2-(4,4,5,5-tetramethyl-1,3,2-dioxaborolan-2-yl)pyridine (Description 5) (129 mg, 0.627 mmol), bis(triphenylphosphine)palladium(II) chloride (44.0 mg, 0.063 mmol), sodium carbonate (100 mg, 0.941 mmol), 1,2-dimethoxyethane (1.5 ml), ethanol (1.0 ml) and water (0.50 ml). The reaction mixture was heated for 20 minutes at 120° C. in the microw... Starting materials: C[O-].[Na+] (sodium methoxide), CC(=O)C (acetone), N (ammonia), S (hydrogen sulfide), BrC(C=O)CCCCC (2-bromoheptaldehyde). The solvent is CO (methanol), O (water). Conditions: temperature -10 celsius. Product: CC1(SC(C=N1)CCCCC)C (2,2-Dimethyl-5-pentyl-3-thiazoline). Reaction SMILES: C[O-].[Na+].[SH2:4].Br[CH:6]([CH2:9][CH2:10][CH2:11][CH2:12][CH3:13])[CH:7]=O.[CH3:14][C:15]([CH3:17])=O.[NH3:18]>O.CO>[CH3:14][C:15]1([CH3:17])[N:18]=[CH:7][CH:6]([CH2:9][CH2:10][CH2:11][CH2:12][CH3:13])[S:4]1 |f:0.1|. Procedure details: The procedure of M. Thiel, F. Asinger, K. Schmiedel, (Liebigs Ann. Chem. 611, 121 (1958)) was employed. To a methanol solution (3 liters) containing sodium methoxide (216.7 g, 4.01 mole) at -10° C. was added hydrogen sulfide (~1 lb) until the solution was saturated. To this solution was added dropwise over a 2 hour period 2-bromoheptaldehyde (775 g, 4.01 mol). The temperature of the reaction was maintained at about -10° C. after the addition, acetone (734 g, 12.6 mole) was added over a 10 minute... The reactants are Cc1noc(N)c1C, Cc1sc2ccccc2c1S(=O)(=O)Cl, CN(C)c1ccncc1, CCOC(C)=O, c1ccncc1. Product: Cc1noc(NS(=O)(=O)c2c(C)sc3ccccc23)c1C. Reaction SMILES: [CH3:15][c:16]1[n:17][o:18][c:19]([NH2:22])[c:20]1[CH3:21].[CH3:1][c:2]1[c:3]([S:11](=[O:12])(=[O:13])[Cl:14])[c:4]2[c:5]([s:6]1)[cH:7][cH:8][cH:9][cH:10]2.[CH3:29][N:30]([CH3:31])[c:32]1[cH:33][cH:34][n:35][cH:36][cH:37]1.[CH3:38][CH2:39][O:40][C:41](=[O:42])[CH3:43].[cH:23]1[cH:24][cH:25][n:26][cH:27][cH:28]1>>[CH3:1][c:2]1[c:3]([S:11](=[O:12])(=[O:13])[NH:22][c:19]2[o:18][n:17][c:16]([CH3:15])[c:20]2[CH3:21])[c:4]2[c:5]([s:6]1)[cH:7][cH:8][cH:9][cH:10]2. Reactants: N1[C@H](CC2=CN(C3=CC=CC=C23)C=O)C(=O)N[C@H](CC(O)=O)C(=O)N[C@@H](CCSC)C(=O)N[C@H](C(C)C)C(=O)N[C@@H](CC(C)C)C1=O (cyclo(-DTrp(CHO)-DAsp-Met-DVal-Leu-)), OO (H2O2). The solvent is C(C)(=O)O (acetic acid). Reaction conditions: time 3 hour. Yields the product N1[C@H](CC2=CN(C3=CC=CC=C23)C=O)C(=O)N[C@H](CC(O)=O)C(=O)N[C@@H](CCS(=O)C)C(=O)N[C@H](C(C)C)C(=O)N[C@@H](CC(C)C)C1=O (cyclo(-DTrp(CHO)-DAsp-Met(O)-DVal-Leu-)). As a reaction SMILES: [NH:1]1[C:46](=[O:47])[C@H:41]([CH2:42][CH:43]([CH3:45])[CH3:44])[NH:40][C:38](=[O:39])[C@@H:34]([CH:35]([CH3:37])[CH3:36])[NH:33][C:31](=[O:32])[C@H:26]([CH2:27][CH2:28][S:29][CH3:30])[NH:25][C:23](=[O:24])[C@@H:18]([CH2:19][C:20](=[O:22])[OH:21])[NH:17][C:15](=[O:16])[C@H:2]1[CH2:3][C:4]1[C:12]2[C:7](=[CH:8][CH:9]=[CH:10][CH:11]=2)[N:6]([CH:13]=[O:14])[CH:5]=1.[OH:48]O>C(O)(=O)C>[NH:1]1[C:46](=[O:47])[C@H:41]([CH2:42][CH:43]([CH3:45])[CH3:44])[NH:40][C:38](=[O:39])[C@@H:34]([CH:35]([CH3:37])[CH3:36])[NH:33][C:31](=[O:32])[C@H:26]([CH2:27][CH2:28][S:29]([CH3:30])=[O:48])[NH:25][C:23](=[O:24])[C@@H:18]([CH2:19][C:20](=[O:21])[OH:22])[NH:17][C:15](=[O:16])[C@H:2]1[CH2:3][C:4]1[C:12]2[C:7](=[CH:8][CH:9]=[CH:10][CH:11]=2)[N:6]([CH:13]=[O:14])[CH:5]=1. Reported procedure: To a solution of cyclo(-DTrp(CHO)-DAsp-Met-DVal-Leu-) (12.9 mg) which was prepared in Example 55 in acetic acid(2.0 ml) was added 35% H2O2 (5 μl). The reaction mixture was stirred at room temperature for 3 h and concentrated under reduced pressure till the volume of the mixture was reduced to ca. 1 ml. The residue was triturated with water(3 ml) to give the title compound (7.6 mg) as a pale yellow powder. Starting materials: C(C)C=1OC=C(N1)CN1C(N(C(C2=C1C=C(S2)C2=CC=CC=C2)=O)C2CCN(CC2)C(=O)OC(C)(C)C)=O (Tert-butyl 4-{1-[(2-ethyl-1,3-oxazol-4-yl)methyl]-2,4-dioxo-6-phenyl-1,4-dihydrothieno[3,2-d]pyrimidin-3(2H)-yl}piperidine-1-carboxylate), Cl (hydrogen chloride). Run in O1CCOCC1 (1,4-dioxane). Reaction conditions: time 0.5 hour. Product: Cl.C(C)C=1OC=C(N1)CN1C(N(C(C2=C1C=C(S2)C2=CC=CC=C2)=O)C2CCNCC2)=O (1-[(2-ethyl-1,3-oxazol-4-yl)methyl]-6-phenyl-3-(piperidin-4-yl)thieno[3,2-d]pyrimidine-2,4(1H,3H)-dione hydrochloride). Reaction SMILES: [CH2:1]([C:3]1[O:4][CH:5]=[C:6]([CH2:8][N:9]2[C:14]3[CH:15]=[C:16]([C:18]4[CH:23]=[CH:22][CH:21]=[CH:20][CH:19]=4)[S:17][C:13]=3[C:12](=[O:24])[N:11]([CH:25]3[CH2:30][CH2:29][N:28](C(OC(C)(C)C)=O)[CH2:27][CH2:26]3)[C:10]2=[O:38])[N:7]=1)[CH3:2].[ClH:39]>O1CCOCC1>[ClH:39].[CH2:1]([C:3]1[O:4][CH:5]=[C:6]([CH2:8][N:9]2[C:14]3[CH:15]=[C:16]([C:18]4[CH:23]=[CH:22][CH:21]=[CH:20][CH:19]=4)[S:17][C:13]=3[C:12](=[O:24])[N:11]([CH:25]3[CH2:30][CH2:29][NH:28][CH2:27][CH2:26]3)[C:10]2=[O:38])[N:7]=1)[CH3:2] |f:3.4|. Procedure details: Tert-butyl 4-{1-[(2-ethyl-1,3-oxazol-4-yl)methyl]-2,4-dioxo-6-phenyl-1,4-dihydrothieno[3,2-d]pyrimidin-3(2H)-yl}piperidine-1-carboxylate (650 mg; compound B17) is dissolved in a solution of hydrogen chloride in 1,4-dioxane (10 ml, 6.8 M). The solution is stirred for 0.5 h at RT. The resulting precipitate is filtered off, washed with diethyl ether and dried in vacuo to give the title compound as a solid. The reactants are IC1=CC=C2C(=CC=3N(C2=C1)C=NN3)C3=CC=CC=C3 (8-Iodo-5-phenyl-[1,2,4]triazolo[4,3-a]quinoline), SC=1C=C(C(=O)O)C=CC1 (3-mercaptobenzoic acid), CCN(C(C)C)C(C)C (iPr2NEt), C1(=CC=CC=C1)P(C1=CC=CC=2C(C3=CC=CC(=C3OC12)P(C1=CC=CC=C1)C1=CC=CC=C1)(C)C)C1=CC=CC=C1 (4,5-bis(diphenylphosphino)-9,9-dimethylxanthene). The reagents and catalysts are C=1C=CC(=CC1)/C=C/C(=O)/C=C/C2=CC=CC=C2.C=1C=CC(=CC1)/C=C/C(=O)/C=C/C2=CC=CC=C2.C=1C=CC(=CC1)/C=C/C(=O)/C=C/C2=CC=CC=C2.[Pd].[Pd] (Pd2dba3). Solvent: O1CCOCC1 (1,4-dioxane). Conditions: temperature 70 celsius. Yields the product C1(=CC=CC=C1)C1=CC=2N(C3=CC(=CC=C13)SC=1C=C(C(=O)O)C=CC1)C=NN2 (3-(5-Phenyl-[1,2,4]triazolo[4,3-a]quinolin-8-ylsulfanyl)-benzoic acid). As a reaction SMILES: I[C:2]1[CH:11]=[C:10]2[C:5]([C:6]([C:15]3[CH:20]=[CH:19][CH:18]=[CH:17][CH:16]=3)=[CH:7][C:8]3[N:9]2[CH:12]=[N:13][N:14]=3)=[CH:4][CH:3]=1.[SH:21][C:22]1[CH:23]=[C:24]([CH:28]=[CH:29][CH:30]=1)[C:25]([OH:27])=[O:26].CCN(C(C)C)C(C)C.C1(P(C2C=CC=CC=2)C2C3OC4C(=CC=CC=4P(C4C=CC=CC=4)C4C=CC=CC=4)C(C)(C)C=3C=CC=2)C=CC=CC=1>O1CCOCC1.C1C=CC(/C=C/C(/C=C/C2C=CC=CC=2)=O)=CC=1.C1C=CC(/C=C/C(/C=C/C2C=CC=CC=2)=O)=CC=1.C1C=CC(/C=C/C(/C=C/C2C=CC=CC=2)=O)=CC=1.[Pd].[Pd]>[C:15]1([C:6]2[C:5]3[C:10](=[CH:11][C:2]([S:21][C:22]4[CH:23]=[C:24]([CH:28]=[CH:29][CH:30]=4)[C:25]([OH:27])=[O:26])=[CH:3][CH:4]=3)[N:9]3[CH:12]=[N:13][N:14]=[C:8]3[CH:7]=2)[CH:20]=[CH:19][CH:18]=[CH:17][CH:16]=1 |f:5.6.7.8.9|. Reported procedure: 8-Iodo-5-phenyl-[1,2,4]triazolo[4,3-a]quinoline (250 mg, 0.67 mmol), 3-mercaptobenzoic acid (120 mg, 0.81 mmol), iPr2NEt (0.36 mL, 2.1 mmol), Pd2dba3 (15 mg, 0.02 mmol), and 4,5-bis(diphenylphosphino)-9,9-dimethylxanthene (19 mg, 0.03 mmol) were dissolved in 1,4-dioxane and degassed with N2. The reaction was then sealed and heated to 70° C. for 30 minutes, followed by cooling to room temperature, filtration, and concentration to give the desired product, 11a. Procedure: To a mixture of 6-(1-piperazinyl)-3,4-dihydro-2(1H)-quinolinone (1.28 g), 4-chloro-6,7-dimethoxyquinazoline hydrochloride (1.43 g) and N,N-dimethylformamide (50 ml) was added triethylamine (560 mg) and the mixture was stirred for 8 hours at ambient temperature. The solvent was removed under reduced pressure and to the obtained residue were added water (20 ml), tetrahydrofuran (10 ml) and ethyl acetate (10 ml). The separated organic layer was washed with brine, dried over magnesium sulfate and co... As a reaction SMILES: [N:1]1([C:7]2[CH:8]=[C:9]3[C:14](=[CH:15][CH:16]=2)[NH:13][C:12](=[O:17])[CH2:11][CH2:10]3)[CH2:6][CH2:5][NH:4][CH2:3][CH2:2]1.Cl.Cl[C:20]1[C:29]2[C:24](=[CH:25][C:26]([O:32][CH3:33])=[C:27]([O:30][CH3:31])[CH:28]=2)[N:23]=[CH:22][N:21]=1.CN(C)C=O>C(N(CC)CC)C>[CH3:31][O:30][C:27]1[CH:28]=[C:29]2[C:24](=[CH:25][C:26]=1[O:32][CH3:33])[N:23]=[CH:22][N:21]=[C:20]2[N:4]1[CH2:5][CH2:6][N:1]([C:7]2[CH:8]=[C:9]3[C:14](=[CH:15][CH:16]=2)[NH:13][C:12](=[O:17])[CH2:11][CH2:10]3)[CH2:2][CH2:3]1 |f:1.2|. Run at time 8 hour. Starting materials: N1(CCNCC1)C=1C=C2CCC(NC2=CC1)=O (6-(1-piperazinyl)-3,4-dihydro-2(1H)-quinolinone), Cl.ClC1=NC=NC2=CC(=C(C=C12)OC)OC (4-chloro-6,7-dimethoxyquinazoline hydrochloride), CN(C=O)C (N,N-dimethylformamide). The solvent is C(C)N(CC)CC (triethylamine). The product is COC=1C=C2C(=NC=NC2=CC1OC)N1CCN(CC1)C=1C=C2CCC(NC2=CC1)=O (6-[4-(6,7-dimethoxyquinazolin-4-yl)-1-piperazinyl]-3,4-dihydro-2(1H)-quinolinone). The yield is 34.8%.